Dataset: the Open Reaction Database (ORD), a public repository of structured organic reaction records. Task: describe an organic reaction: reactants, conditions, products, and yield The reactants are BrC1=C(C(=O)C=2C=NC3=CC=CC=C3C2)C=CC=C1 (3-(2-Bromobenzoyl)quinoline), C(CN)N (ethylene diamine). The solvent is [Cl-].[Na+].O (brine). Run at temperature 100 celsius, time 18 hour. Yields the product N1=CC(=CC2=CC=CC=C12)C1=NCCNC2=C1C=CC=C2 (2,3-dihydro-5-(3-quinolinyl)-1H-1,4-benzodiazepine). The yield is 13.0%. Reaction SMILES: Br[C:2]1[CH:19]=[CH:18][CH:17]=[CH:16][C:3]=1[C:4]([C:6]1[CH:7]=[N:8][C:9]2[C:14]([CH:15]=1)=[CH:13][CH:12]=[CH:11][CH:10]=2)=O.[CH2:20]([NH2:23])[CH2:21][NH2:22]>[Cl-].[Na+].O>[N:8]1[C:9]2[C:14](=[CH:13][CH:12]=[CH:11][CH:10]=2)[CH:15]=[C:6]([C:4]2[C:3]3[CH:16]=[CH:17][CH:18]=[CH:19][C:2]=3[NH:23][CH2:20][CH2:21][N:22]=2)[CH:7]=1 |f:2.3.4|. Reported procedure: 3-(2-Bromobenzoyl)quinoline (10.30 g, 33.0 mmol) was added to 100 mL of ethylene diamine, followed by stirring at 100° C. for 18 hours. Then the resulting reaction solution was cooled to room temperature, and poured into brine, followed by extracting with ethyl acetate. The organic layer was washed with brine twice, followed by drying with magnesium sulfate. The solvent was distilled off under reduced pressure. The resulting residue was purified by silica gel column chromatography (eluent: chlor... Reaction SMILES: [Cl:1][C:2]1[C:3](F)=[N:4][CH:5]=[C:6]([Cl:8])[CH:7]=1.[Cl:10][C:11]1[CH:12]=[C:13]([CH:19]=[CH:20][C:21]=1[S:22](=[O:38])(=[O:37])[NH:23][CH2:24][C:25]1[CH:26]=[C:27]2[C:31](=[CH:32][CH:33]=1)[N:30]([CH:34]1[CH2:36][CH2:35]1)[N:29]=[CH:28]2)[C:14]([O:16][CH2:17][CH3:18])=[O:15]>>[Cl:10][C:11]1[CH:12]=[C:13]([CH:19]=[CH:20][C:21]=1[S:22](=[O:37])(=[O:38])[N:23]([CH2:24][C:25]1[CH:26]=[C:27]2[C:31](=[CH:32][CH:33]=1)[N:30]([CH:34]1[CH2:36][CH2:35]1)[N:29]=[CH:28]2)[C:3]1[C:2]([Cl:1])=[CH:7][C:6]([Cl:8])=[CH:5][N:4]=1)[C:14]([O:16][CH2:17][CH3:18])=[O:15]. Product: ClC=1C=C(C(=O)OCC)C=CC1S(N(C1=NC=C(C=C1Cl)Cl)CC=1C=C2C=NN(C2=CC1)C1CC1)(=O)=O (Ethyl 3-chloro-4-(N-((1-cyclopropyl-1H-indazol-5-yl)methyl)-N-(3,5-dichloropyridin-2-yl)sulfamoyl)benzoate). Procedure details: The titled compound was prepared according to the procedure described in step-2 of Example 1 from 3,5-dichloro-2-fluoropyridine and ethyl 3-chloro-4-(N-((1-cyclopropyl-1H-indazol-5-yl)methyl)sulfamoyl)benzoate (step-1 of Example 31). Starting materials: ClC=1C(=NC=C(C1)Cl)F (3,5-dichloro-2-fluoropyridine), ClC=1C=C(C(=O)OCC)C=CC1S(NCC=1C=C2C=NN(C2=CC1)C1CC1)(=O)=O (Ethyl 3-chloro-4-(N-((1-cyclopropyl-1H-indazol-5-yl)methyl)sulfamoyl)benzoate). Starting materials: BrC1=C(C=C(C=C1)NS(=O)(=O)C)Cl (N-(4-bromo-3-chlorophenyl)methanesulfonamide), ClC1=C(C=C(C=C1)B(O)O)F (4-chloro-3-fluorophenylboronic acid). Reagents/catalysts: C=1C=CC(=CC1)[P](C=2C=CC=CC2)(C=3C=CC=CC3)[Pd]([P](C=4C=CC=CC4)(C=5C=CC=CC5)C=6C=CC=CC6)([P](C=7C=CC=CC7)(C=8C=CC=CC8)C=9C=CC=CC9)[P](C=1C=CC=CC1)(C=1C=CC=CC1)C=1C=CC=CC1 (Pd(PPh3)4). The solvent is COCCOC (DME). The product is ClC1=C(C=CC(=C1)NS(=O)(=O)C)C1=CC(=C(C=C1)Cl)F (N-(2,4′-dichloro-3′-fluorobiphenyl-4-yl)methanesulfonamide), compound 5. As a reaction SMILES: Br[C:2]1[CH:7]=[CH:6][C:5]([NH:8][S:9]([CH3:12])(=[O:11])=[O:10])=[CH:4][C:3]=1[Cl:13].[Cl:14][C:15]1[CH:20]=[CH:19][C:18](B(O)O)=[CH:17][C:16]=1[F:24]>C1C=CC([P]([Pd]([P](C2C=CC=CC=2)(C2C=CC=CC=2)C2C=CC=CC=2)([P](C2C=CC=CC=2)(C2C=CC=CC=2)C2C=CC=CC=2)[P](C2C=CC=CC=2)(C2C=CC=CC=2)C2C=CC=CC=2)(C2C=CC=CC=2)C2C=CC=CC=2)=CC=1.COCCOC>[Cl:13][C:3]1[CH:4]=[C:5]([NH:8][S:9]([CH3:12])(=[O:11])=[O:10])[CH:6]=[CH:7][C:2]=1[C:18]1[CH:19]=[CH:20][C:15]([Cl:14])=[C:16]([F:24])[CH:17]=1 |^1:28,30,49,68|. Procedure: N-(4-bromo-3-chlorophenyl)methanesulfonamide (B, 100.0 mg, 0.351 mmol), 4-chloro-3-fluorophenylboronic acid (73.4 mg, 0.421 mmol, L2 equiv.) and Pd(PPh3)4 (20.3 mg, 0.0176 mmol, 0.05 equiv.) was placed in a 50 mL round bottomed flask under a nitrogen atmosphere. To the flask were added 2M-Na1CO3 (1.0 mL, 2.0 mmol, 5.7 equiv.) and DME (4 mL) subsequently at ambient temperature. The mixture was heated under reflux conditions for 1 hours. The mixture was filtered through Celite (3 g) and the Celite...